Dataset: the Open Reaction Database (ORD), a public repository of structured organic reaction records. Task: describe an organic reaction: reactants, conditions, products, and yield The reactants are ClC1=C(C(=O)O)C=CC(=C1)C(=O)N[C@@H](C)C1=NC2=C(N1)C=CC(=C2)Cl ((1S)-2-chloro-4-{N-[1-(5-chloro-1H-benzimidazol-2-yl)ethyl]aminocarbonyl}benzoic acid), CN(C)C(=[N+](C)C)ON1C2=C(C=CC=C2)N=N1.[B-](F)(F)(F)F (TBTU), C(C)(C)N(CC)C(C)C (diisopropylethylamine), CN(C)CC1NCCC1 (rac-2-(dimethylaminomethyl)pyrrolidine), ClCl (chlorine), C24H27Cl2N5O2, ClCl (chlorine). Run in O1CCCC1 (tetrahydrofuran), CO (methanol). Product: ClC=1C=C(C(=O)N[C@@H](C)C2=NC3=C(N2)C=CC(=C3)Cl)C=CC1C(=O)N1C(CCC1)(N(C)C)C (3-chloro-N-[(1S)-1-(5-chloro-1H-benzimidazol-2-yl)ethyl]4-[(2R/S)-2-dimethylamino-methylpyrrolidin-1-ylcarbonyl]benzamide). Yield: 50.0%. RXN SMILES: [Cl:1][C:2]1[CH:10]=[C:9]([C:11]([NH:13][C@H:14]([C:16]2[NH:20][C:19]3[CH:21]=[CH:22][C:23]([Cl:25])=[CH:24][C:18]=3[N:17]=2)[CH3:15])=[O:12])[CH:8]=[CH:7][C:3]=1[C:4]([OH:6])=O.CN(C(ON1N=[N:41][C:36]2[CH:37]=[CH:38][CH:39]=[CH:40]C1=2)=[N+](C)C)C.[B-](F)(F)(F)F.[CH:48]([N:51](C(C)C)[CH2:52]C)(C)C.CN(CC1CCCN1)C.ClCl>O1CCCC1.CO>[Cl:1][C:2]1[CH:10]=[C:9]([CH:8]=[CH:7][C:3]=1[C:4]([N:41]1[CH2:36][CH2:37][CH2:38][C:39]1([CH3:40])[N:51]([CH3:52])[CH3:48])=[O:6])[C:11]([NH:13][C@H:14]([C:16]1[NH:20][C:19]2[CH:21]=[CH:22][C:23]([Cl:25])=[CH:24][C:18]=2[N:17]=1)[CH3:15])=[O:12] |f:1.2|. Reported procedure: Prepared analogously to Example 1g from (1S)-2-chloro-4-{N-[1-(5-chloro-1H-benzimidazol-2-yl)ethyl]aminocarbonyl}benzoic acid, TBTU, diisopropylethylamine, and rac-2-(dimethylaminomethyl)pyrrolidine in tetrahydrofuran. Yield: 50%; Rf value: 0.32 (Reversed phase RP 8: methanol/5% sodium chloride solution=6:4); C24H27Cl2N5O2 (488.416); mass spectrum: (M+H)+=488/490/492 (chlorine isotope) and (M−H)−=486/488/490 (chlorine isotope). Starting materials: NC[C@H](CC1=CC=C(C=C1)C=1N=C2N(C=CC=C2C)C1)NC(C1=CC(=C(C=C1)OC(C)C)Cl)=O (N-((1S)-2-amino-1-{[4-(8-methylimidazo[1,2-a]pyridin-2-yl)phenyl]methyl}ethyl)-3-chloro-4-[(1-methylethyl)oxy]benzamide), CN(CC(=O)O)C (N,N-dimethylglycine). Product: ClC=1C=C(C(=O)N[C@H](CNC(CN(C)C)=O)CC2=CC=C(C=C2)C=2N=C3N(C=CC=C3C)C2)C=CC1OC(C)C (3-Chloro-N-((1S)-2-[(N,N-dimethylglycyl)amino]-1-{[4-(8-methylimidazo[1,2-a]pyridin-2-yl)phenyl]methyl}ethyl)-4-[(1-methylethyl)oxy]benzamide). RXN SMILES: [NH2:1][CH2:2][C@@H:3]([NH:21][C:22](=[O:34])[C:23]1[CH:28]=[CH:27][C:26]([O:29][CH:30]([CH3:32])[CH3:31])=[C:25]([Cl:33])[CH:24]=1)[CH2:4][C:5]1[CH:10]=[CH:9][C:8]([C:11]2[N:12]=[C:13]3[C:18]([CH3:19])=[CH:17][CH:16]=[CH:15][N:14]3[CH:20]=2)=[CH:7][CH:6]=1.[CH3:35][N:36]([CH3:41])[CH2:37][C:38](O)=[O:39]>>[Cl:33][C:25]1[CH:24]=[C:23]([CH:28]=[CH:27][C:26]=1[O:29][CH:30]([CH3:32])[CH3:31])[C:22]([NH:21][C@@H:3]([CH2:4][C:5]1[CH:10]=[CH:9][C:8]([C:11]2[N:12]=[C:13]3[C:18]([CH3:19])=[CH:17][CH:16]=[CH:15][N:14]3[CH:20]=2)=[CH:7][CH:6]=1)[CH2:2][NH:1][C:38](=[O:39])[CH2:37][N:36]([CH3:41])[CH3:35])=[O:34]. Reported procedure: Following the procedure described above with N-((1S)-2-amino-1-{[4-(8-methylimidazo[1,2-a]pyridin-2-yl)phenyl]methyl}ethyl)-3-chloro-4-[(1-methylethyl)oxy]benzamide and N,N-dimethylglycine provided the title product as a white solid. ESMS [M+H]+: 563.2. Starting materials: C[Si](C)(C)Cl (TMSCl), BrCC(=O)OCC (ethyl 2-bromoacetate), COC1=C(C=O)C(=CC(=C1)OC)B1OC(C(O1)(C)C)(C)C (2,4-dimethoxy-6-(4,4,5,5-tetramethyl-1,3,2-dioxaborolan-2-yl)-benzaldehyde). Reagents/catalysts: [Zn] (zinc). Run in C1CCOC1 (THF), C1CCOC1 (THF). Run at temperature 55 celsius, time 15 minute. The product is OB1OC(C2=C1C=C(C=C2OC)OC)CC(=O)OCC (Ethyl 2-(1-hydroxy-4,6-dimethoxy-1,3-dihydrobenzo[c][1,2]oxaborol-3-yl)acetate). The yield is 39.3%. Reaction SMILES: C[Si](Cl)(C)C.Br[CH2:7][C:8]([O:10][CH2:11][CH3:12])=[O:9].[CH3:13][O:14][C:15]1[CH:22]=[C:21]([O:23][CH3:24])[CH:20]=[C:19]([B:25]2[O:29]C(C)(C)[C:27](C)(C)[O:26]2)[C:16]=1C=O>C1COCC1.[Zn]>[OH:29][B:25]1[C:19]2[CH:16]=[C:15]([O:14][CH3:13])[CH:22]=[C:21]([O:23][CH3:24])[C:20]=2[CH:27]([CH2:7][C:8]([O:10][CH2:11][CH3:12])=[O:9])[O:26]1. Reported procedure: To a mixture of zinc powder (0.65 g, 10.0 mmol) in anhydrous THF (15 mL) was added TMSCl (0.13 mL, 1.0 mmol) at 40° C. The resulting mixture was stirred at 55° C. for 15 min and cooled to 37° C., followed by addition of ethyl 2-bromoacetate (0.45 mL, 4.0 mmol). The reaction mixture was stirred at this temperature for an additional 30 min. To the solution of 2,4-dimethoxy-6-(4,4,5,5-tetramethyl-1,3,2-dioxaborolan-2-yl)-benzaldehyde (0.29 g, 1.0 mmol) in anhydrous THF (20 mL) cooled at −78° C., wa... Starting materials: FC1=CC=C(C=C1)C=1C=C(NC1C1=CC=C(C=C1)F)SC(F)(F)F (4,5-bis-(4-fluorophenyl)-2-(trifluoromethylthio)pyrrole), C(C1=CC=CC=C1)(=O)Cl (benzoyl chloride), C1(=CC=CC=C1)C (toluene), CC(C)([O-])C.[K+] (potassium tert-butoxide), C1(=CC=CC=C1)C (toluene). The solvent is C(Cl)Cl (methylene chloride). Yields the product C(C1=CC=CC=C1)(=O)N1C(=CC(=C1C1=CC=C(C=C1)F)C1=CC=C(C=C1)F)SC(F)(F)F (1-Benzoyl-4,5-bis(4-fluorophenyl)-2-(trifluoromethylthio)pyrrole). As a reaction SMILES: [F:1][C:2]1[CH:7]=[CH:6][C:5]([C:8]2[CH:9]=[C:10]([S:20][C:21]([F:24])([F:23])[F:22])[NH:11][C:12]=2[C:13]2[CH:18]=[CH:17][C:16]([F:19])=[CH:15][CH:14]=2)=[CH:4][CH:3]=1.CC(C)([O-])C.[K+].C1(C)C=CC=CC=1.[C:38](Cl)(=[O:45])[C:39]1[CH:44]=[CH:43][CH:42]=[CH:41][CH:40]=1>C(Cl)Cl>[C:38]([N:11]1[C:12]([C:13]2[CH:14]=[CH:15][C:16]([F:19])=[CH:17][CH:18]=2)=[C:8]([C:5]2[CH:4]=[CH:3][C:2]([F:1])=[CH:7][CH:6]=2)[CH:9]=[C:10]1[S:20][C:21]([F:23])([F:22])[F:24])(=[O:45])[C:39]1[CH:44]=[CH:43][CH:42]=[CH:41][CH:40]=1 |f:1.2|. Procedure details: A mixture of 2.1 g. (6 mmoles) of 4,5-bis-(4-fluorophenyl)-2-(trifluoromethylthio)pyrrole and 1.3 g. (12 mmoles) of potassium tert-butoxide in 60 ml. of toluene was heated to reflux with stirring and then cooled to room temperature under nitrogen. A solution of 1.7 g. of benzoyl chloride in 15 ml. of toluene was then added and the reaction mixture stirred overnight at room temperature. The mixture was diluted with methylene chloride, which was washed with 10% aqueous sodium bicarbonate solution,... Reactants: BrB(Br)Br, ClCCl, CC(=O)Nc1ccc2oc(-c3ccc4c(c3)OCO4)c(O)c(=O)c2c1. The product is CC(=O)Nc1ccc2oc(-c3ccc(O)c(O)c3)c(O)c(=O)c2c1. As a reaction SMILES: [B:26]([Br:27])([Br:28])[Br:29].[CH2:30]([Cl:31])[Cl:32].[O:1]1[CH2:2][O:3][c:4]2[c:5]1[cH:6][cH:7][c:8](-[c:10]1[o:11][c:12]3[cH:13][cH:14][c:15]([NH:22][C:23]([CH3:24])=[O:25])[cH:16][c:17]3[c:18](=[O:21])[c:19]1[OH:20])[cH:9]2>>[OH:1][c:5]1[c:4]([OH:3])[cH:9][c:8](-[c:10]2[o:11][c:12]3[cH:13][cH:14][c:15]([NH:22][C:23]([CH3:24])=[O:25])[cH:16][c:17]3[c:18](=[O:21])[c:19]2[OH:20])[cH:7][cH:6]1. Reactants: O=C1CCC(=O)N1Br, O=C(OOC(=O)c1ccccc1)c1ccccc1, COC(=O)c1ccc(C)s1, ClC(Cl)Cl. Product: COC(=O)c1ccc(CBr)s1. Reaction SMILES: [Br:1][N:2]1[C:3](=[O:4])[CH2:5][CH2:6][C:7]1=[O:8].[C:9]([O:10][O:11][C:12](=[O:13])[c:14]1[cH:15][cH:16][cH:17][cH:18][cH:19]1)(=[O:20])[c:21]1[cH:22][cH:23][cH:24][cH:25][cH:26]1.[CH3:27][O:28][C:29](=[O:30])[c:31]1[s:32][c:33]([CH3:36])[cH:34][cH:35]1.[CH:37]([Cl:38])([Cl:39])[Cl:40]>>[Br:1][CH2:36][c:33]1[s:32][c:31]([C:29]([O:28][CH3:27])=[O:30])[cH:35][cH:34]1. Product: S1C(CC=C1)=NCP(OCC)(OCC)=O (diethyl N-(thien-2-ylidene)-aminomethylphosphonate). Reported procedure: A solution of 16.7 g. (0.1 mol) diethyl aminomethylphosphonate in 200 ml. absolute ethanol is treated with 11.2 g. (0.1 mol) thien-2-aldehyde and the mixture is heated under reflux and then evaporated to give 26 g. diethyl N-(thien-2-ylidene)-aminomethylphosphonate (yield: about 100%) in the form of a yellow oil giving a single spot in TLC (silica plate; eluent: ethyl acetate). The solvent is C(C)(=O)OCC (ethyl acetate). The reactants are NCP(OCC)(OCC)=O (diethyl aminomethylphosphonate), C(C)O (ethanol), S1C(=CC=C1)C=O (thien-2-aldehyde). Isolated yield 100.0%. Reaction SMILES: [NH2:1][CH2:2][P:3](=[O:10])([O:7][CH2:8][CH3:9])[O:4][CH2:5][CH3:6].C(O)C.[S:14]1[CH:18]=[CH:17][CH:16]=[C:15]1C=O>C(OCC)(=O)C>[S:14]1[CH:15]=[CH:16][CH2:17][C:18]1=[N:1][CH2:2][P:3](=[O:10])([O:7][CH2:8][CH3:9])[O:4][CH2:5][CH3:6]. Starting materials: ethanol-ether, Cl (HCl), [OH-].[Na+] (NaOH), CCOCC (ether), N1(CCC2=CC=CC=C12)C1=CC=C(C#N)C=C1 (4-(1-indolinyl)benzonitrile), Cl (HCl), ice. Run in O1CCCC1 (tetrahydrofuran), O1CCCC1 (THF). Reaction conditions: time 8 hour. The product is Cl.N1(CCC2=CC=CC=C12)C1=CC=C(C=C1)CN (4-(1-indolinyl)benzenemethanamine hydrochloride). Reaction SMILES: [N:1]1([C:10]2[CH:17]=[CH:16][C:13]([C:14]#[N:15])=[CH:12][CH:11]=2)[C:9]2[C:4](=[CH:5][CH:6]=[CH:7][CH:8]=2)[CH2:3][CH2:2]1.[ClH:18].[OH-].[Na+].CCOCC>O1CCCC1>[ClH:18].[N:1]1([C:10]2[CH:17]=[CH:16][C:13]([CH2:14][NH2:15])=[CH:12][CH:11]=2)[C:9]2[C:4](=[CH:5][CH:6]=[CH:7][CH:8]=2)[CH2:3][CH2:2]1 |f:2.3,6.7|. Procedure details: A solution of 12.06 g (54.8 mmole) of 4-(1-indolinyl)benzonitrile of Example 2a in 62 ml tetrahydrofuran (THF) was added dropwise to a rapidly stirred ice cold solution of BH3 in THF (181 ml of 0.93M solution, 3.07 equiv. 168.4 mmole) under nitrogen. After heating at reflux for 1.5 hours, the solution was permitted to cool to room temperature and stand overnight. The ice cold reaction mixture was then treated dropwise with 6M aq. HCl (100 ml), heated at reflux for 40 minutes, cooled to 0° C., an... Reactants: CCOC(=O)CC(C)=O, [Li]CCCC, CC(C)CC=O, CCOCC, Cl, [H-], [Na+], C1CCOC1. The product is CCOC(=O)CC(=O)CC(O)CC(C)C. RXN SMILES: [C:3]([CH2:4][C:5](=[O:6])[CH3:7])(=[O:8])[O:9][CH2:10][CH3:11].[CH2:12]([Li:13])[CH2:14][CH2:15][CH3:16].[CH3:17][CH:18]([CH2:19][CH:20]=[O:21])[CH3:22].[CH3:24][CH2:25][O:26][CH2:27][CH3:28].[ClH:23].[H-:1].[Na+:2].[O:29]1[CH2:30][CH2:31][CH2:32][CH2:33]1>>[C:3]([CH2:4][C:5](=[O:6])[CH2:7][CH:20]([CH2:19][CH:18]([CH3:17])[CH3:22])[OH:21])(=[O:8])[O:9][CH2:10][CH3:11].